This data is from the Open Reaction Database (ORD), a public repository of structured organic reaction records. The task is: describe an organic reaction: reactants, conditions, products, and yield The reactants are OCCCC1=CN=C(N1C)CC (5-(3-hydroxypropyl)-1-methyl-2-ethylimidazole), CN1N=C(N=N1)C1=CC(=C(C(=C1)C)O)C (4-(2-methyl-tetrazol-5-yl)-2,6-dimethylphenol), C1(=CC=CC=C1)P(C1=CC=CC=C1)C1=CC=CC=C1 (triphenylphosphine), CCOC(=O)/N=N/C(=O)OCC (DEAD). Run in C1CCOC1 (THF). Conditions: temperature 20 celsius. Yields the product CN1N=C(N=N1)C1=CC(=C(OCCCC2=CN=C(N2C)CC)C(=C1)C)C (5-[3-[4-(2-methyl-tetrazol-5-yl)-2,6-dimethylphenoxy]-propyl]-1-methyl-2-ethyl-imidazole). The yield is 119.2%. RXN SMILES: [OH:1][CH2:2][CH2:3][CH2:4][C:5]1[N:9]([CH3:10])[C:8]([CH2:11][CH3:12])=[N:7][CH:6]=1.[CH3:13][N:14]1[N:18]=[N:17][C:16]([C:19]2[CH:24]=[C:23]([CH3:25])[C:22](O)=[C:21]([CH3:27])[CH:20]=2)=[N:15]1.C1(P(C2C=CC=CC=2)C2C=CC=CC=2)C=CC=CC=1.CCOC(/N=N/C(OCC)=O)=O>C1COCC1>[CH3:13][N:14]1[N:18]=[N:17][C:16]([C:19]2[CH:20]=[C:21]([CH3:27])[C:22]([O:1][CH2:2][CH2:3][CH2:4][C:5]3[N:9]([CH3:10])[C:8]([CH2:11][CH3:12])=[N:7][CH:6]=3)=[C:23]([CH3:25])[CH:24]=2)=[N:15]1. Procedure details: A mixture of 5-(3-hydroxypropyl)-1-methyl-2-ethylimidazole (150 mg, 0.89 mmol), 4-(2-methyl-tetrazol-5-yl)-2,6-dimethylphenol (200 mg, 0.98 mmol), and triphenylphosphine (257 mg, 0.98 mmol) was dissolved in 10 ml of THF under nitrogen at 0° C. To the above solution was added at 0° C. DEAD (170.5 mg, 0.98 mmol) and the mixture was stirred for 2 h allowing the mixture to warm to 20° C. The solvent was removed in vacuo, and the residue was purified by silica column chromatography (20 cm column, eth... Starting materials: BrC1=CN=C2N1N=C(C=C2)Cl (3-bromo-6-chloroimidazo[1,2-b]pyridazine), NCCCO (3-amino-1-propanol), amino, C(Cl)Cl.CO.[NH4+].[OH-] (CH2Cl2 MeOH NH4OH). The product is BrC1=CN=C2N1N=C(C=C2)NCCCO (3-(3-Bromoimidazo[1,2-b]pyridazin-6-ylamino)propan-1-ol). As a reaction SMILES: [Br:1][C:2]1[N:6]2[N:7]=[C:8](Cl)[CH:9]=[CH:10][C:5]2=[N:4][CH:3]=1.[NH2:12][CH2:13][CH2:14][CH2:15][OH:16].C(Cl)Cl.CO.[NH4+].[OH-]>>[Br:1][C:2]1[N:6]2[N:7]=[C:8]([NH:12][CH2:13][CH2:14][CH2:15][OH:16])[CH:9]=[CH:10][C:5]2=[N:4][CH:3]=1 |f:2.3.4.5|. Procedure details: Prepared from 3-bromo-6-chloroimidazo[1,2-b]pyridazine and 3-amino-1-propanol according to general procedure 1 providing the amino compound (493 mg, 84%) as a yellow solid: Rf=0.56 (CH2Cl2/MeOH/NH4OH, 160:18:2); 1H NMR (500 MHz, CD3OD) δ 7.56 (d, J=9.7 Hz, 1H), 7.41 (s, 1H), 6.71 (d, J=9.7 Hz, 1H), 3.71 (t, J=6.3 Hz, 2H), 3.50 (t, J=6.8 Hz, 2H), 1.93 (quin, J=6.6 Hz, 2H); ES-MS: (M+H)=271, 273 m/z. Starting materials: N1(CCCC1)CCCOC1=CC=C(C=C1)C1(CCOCC1)CNC1=C(C=NC=C1)N (N*4*-{4-[4-(3-Pyrrolidin-1-yl-propoxy)-phenyl]-tetrahydro-pyran-4-ylmethyl}-pyridine-3,4-diamine), C(C)(=O)OC(C)=O (acetic anhydride). The product is CC=1N(C2=C(C=NC=C2)N1)CC1(CCOCC1)C1=CC=C(C=C1)OCCCN1CCCC1 (2-Methyl-1-{4-[4-(3-pyrrolidin-1-yl-propoxy)-phenyl]-tetrahydro-pyran-4-ylmethyl}-1H-imidazo[4,5-c]pyridine). Isolated yield 30.0%. Procedure: N*4*-{4-[4-(3-Pyrrolidin-1-yl-propoxy)-phenyl]-tetrahydro-pyran-4-ylmethyl}-pyridine-3,4-diamine (60 mg, 0.15 mmol) and acetic anhydride (˜1 mL) were stirred at reflux for 18 hours. The reaction mixture was quenched with ˜1 mL water, then basified with dilute sodium carbonate solution then extracted with DCM (2×20 mL). The organics were combined, dried over sodium sulphate, filtered and concentrated in vacuo to give a brown oil. The crude product was purified by flash chromatography on silica ge... Reaction SMILES: [N:1]1([CH2:6][CH2:7][CH2:8][O:9][C:10]2[CH:15]=[CH:14][C:13]([C:16]3([CH2:22][NH:23][C:24]4[CH:29]=[CH:28][N:27]=[CH:26][C:25]=4[NH2:30])[CH2:21][CH2:20][O:19][CH2:18][CH2:17]3)=[CH:12][CH:11]=2)[CH2:5][CH2:4][CH2:3][CH2:2]1.[C:31](OC(=O)C)(=O)[CH3:32]>>[CH3:31][C:32]1[N:23]([CH2:22][C:16]2([C:13]3[CH:14]=[CH:15][C:10]([O:9][CH2:8][CH2:7][CH2:6][N:1]4[CH2:5][CH2:4][CH2:3][CH2:2]4)=[CH:11][CH:12]=3)[CH2:21][CH2:20][O:19][CH2:18][CH2:17]2)[C:24]2[CH:29]=[CH:28][N:27]=[CH:26][C:25]=2[N:30]=1.